From a dataset of the Open Reaction Database (ORD), a public repository of structured organic reaction records. describe an organic reaction: reactants, conditions, products, and yield The reactants are C[Mg]Cl (methylmagnesium chloride), solution, O=C(CC(CCCCCCCCCCCC)C=1C=C(OC1)[Si](C)(C)C(C)(C)C)C (4-[1-(2-oxopropyl)tridecyl]-2-tert-butyldimethylsilylfuran), O=C(CC(CCCCCCCCCCCC)C=1C=C(OC1)[Si](C)(C)C(C)(C)C)C (4-[1-(2-oxopropyl)tridecyl]-2-tert-butyldimethylsilylfuran). Run in O1CCCC1 (tetrahydrofuran), O1CCCC1 (tetrahydrofuran). Yields the product OC(CC(CCCCCCCCCCCC)C=1C=C(OC1)[Si](C)(C)C(C)(C)C)(C)C (4-[1-(2-Hydroxy-2-methylpropyl)tridecyl]-2-tert-butyldimethylsilylfuran). As a reaction SMILES: [CH3:1][Mg]Cl.[O:4]=[C:5]([CH3:32])[CH2:6][CH:7]([C:20]1[CH:21]=[C:22]([Si:25]([C:28]([CH3:31])([CH3:30])[CH3:29])([CH3:27])[CH3:26])[O:23][CH:24]=1)[CH2:8][CH2:9][CH2:10][CH2:11][CH2:12][CH2:13][CH2:14][CH2:15][CH2:16][CH2:17][CH2:18][CH3:19]>O1CCCC1>[OH:4][C:5]([CH3:1])([CH3:32])[CH2:6][CH:7]([C:20]1[CH:21]=[C:22]([Si:25]([C:28]([CH3:31])([CH3:30])[CH3:29])([CH3:26])[CH3:27])[O:23][CH:24]=1)[CH2:8][CH2:9][CH2:10][CH2:11][CH2:12][CH2:13][CH2:14][CH2:15][CH2:16][CH2:17][CH2:18][CH3:19]. Procedure: A mixture of methylmagnesium chloride (a 3 M solution in tetrahydrofuran; 0.68 ml, 2.04 mmol) and 4-[1-(2-oxopropyl)tridecyl]-2-tert-butyldimethylsilylfuran (Compound 31, 429 mg, 1.02 mmol) in tetrahydrofuran (3 ml) was stirred at 0° at room temperature for 6 hours. The mixture was quenched with saturated ammonium chloride and extracted with ether. Evaporation of the dried (magnesium sulfate) extracts gave an oil, which was chromatographed on a silica column using 5% ethyl acetate/hexane to give... Starting materials: NC1=C(C#N)C(=CC=C1)NCC (2-amino-6-(ethylamino)benzonitrile), N1=CC=CC=C1 (pyridine), O (water), C(CC)(=O)OCC(=O)Cl (propionyloxyacetyl chloride). The solvent is C(Cl)Cl (methylene chloride). Reaction conditions: time 1 hour. Product: C(C)NC1=C(C#N)C(=CC=C1)NC(COC(CC)=O)=O (2-(ethylamino)-6-(propionyloxyacetylamino)benzonitrile). As a reaction SMILES: [NH2:1][C:2]1[CH:9]=[CH:8][CH:7]=[C:6]([NH:10][CH2:11][CH3:12])[C:3]=1[C:4]#[N:5].N1C=CC=CC=1.[C:19]([O:23][CH2:24][C:25](Cl)=[O:26])(=[O:22])[CH2:20][CH3:21].O>C(Cl)Cl>[CH2:11]([NH:10][C:6]1[CH:7]=[CH:8][CH:9]=[C:2]([NH:1][C:25](=[O:26])[CH2:24][O:23][C:19](=[O:22])[CH2:20][CH3:21])[C:3]=1[C:4]#[N:5])[CH3:12]. Reported procedure: To a solution of 2-amino-6-(ethylamino)benzonitrile (2.3 g) in methylene chloride (50 ml) is added pyridine (1.6 ml), and thereto is added dropwise propionyloxyacetyl chloride (3.0 ml) which is cooled in an ice bath. The mixture is stirred at room temperature for 1 hour, and thereafter, water is added thereto, and the mixture is extracted with methylene chloride. The organic layer is dried over anhydrous sodium sulfate, and the solvent is distilled off under reduced pressure. The resulting crude... The reactants are COC(=O)n1ncc2c(NC(=O)NC3CCOc4cc(C(F)(F)F)ccc43)cccc21, COC(=O)n1ncc2c(NC(=O)NC3CCOc4cc(C(C)(C)C)ccc43)cccc21, O. Product: O=C(Nc1cccc2[nH]ncc12)NC1CCOc2cc(C(F)(F)F)ccc21. Reaction SMILES: [CH3:1][O:2][C:3](=[O:4])[n:5]1[n:6][cH:7][c:8]2[c:9]([NH:14][C:15](=[O:16])[NH:17][CH:18]3[CH2:19][CH2:20][O:21][c:22]4[cH:23][c:24]([C:28]([F:29])([F:30])[F:31])[cH:25][cH:26][c:27]43)[cH:10][cH:11][cH:12][c:13]12.[CH3:32][O:33][C:34]([n:35]1[c:36]2[c:37]([c:38]([NH:39][C:40]([NH:41][CH:42]3[c:43]4[c:44]([cH:45][c:46]([C:47]([CH3:48])([CH3:49])[CH3:50])[cH:51][cH:52]4)[O:53][CH2:54][CH2:55]3)=[O:56])[cH:57][cH:58][cH:59]2)[cH:60][n:61]1)=[O:62].[OH2:63]>>[nH:5]1[n:6][cH:7][c:8]2[c:9]([NH:14][C:15](=[O:16])[NH:17][CH:18]3[CH2:19][CH2:20][O:21][c:22]4[cH:23][c:24]([C:28]([F:29])([F:30])[F:31])[cH:25][cH:26][c:27]43)[cH:10][cH:11][cH:12][c:13]12. Reactants: CN1N=C(C(=C1C)CCC=O)C (3-(1,3,5-trimethyl-1H-pyrazol-4-yl)-propionaldehyde), FC1=CC=C(C=C1)C=1C(=NC=CN1)N1CCNCC1 (3′-(4-fluorophenyl)-3,4,5,6-tetrahydro-2H-[1,2′]bipyrazinyl), ClCCCl (DCE), C(C)(=O)O[BH-](OC(C)=O)OC(C)=O.[Na+] (sodium triacetoxyborohydride). Product: Cl.FC1=CC=C(C=C1)C=1C(=NC=CN1)N1CCN(CC1)CCCC=1C(=NN(C1C)C)C (3′-(4-Fluorophenyl)-4-[3-(1,3,5-trimethyl-1H-pyrazol-4-yl)-propyl]-3,4,5,6-tetrahydro-2H-[1,2′]bipyrazine hydrochloride). Isolated yield 78.0%. Reaction SMILES: [F:1][C:2]1[CH:7]=[CH:6][C:5]([C:8]2[C:9]([N:14]3[CH2:19][CH2:18][NH:17][CH2:16][CH2:15]3)=[N:10][CH:11]=[CH:12][N:13]=2)=[CH:4][CH:3]=1.[CH3:20][N:21]1[C:25]([CH3:26])=[C:24]([CH2:27][CH2:28][CH:29]=O)[C:23]([CH3:31])=[N:22]1.C(O[BH-](OC(=O)C)OC(=O)C)(=O)C.[Na+].[Cl:46]CCCl>>[ClH:46].[F:1][C:2]1[CH:7]=[CH:6][C:5]([C:8]2[C:9]([N:14]3[CH2:15][CH2:16][N:17]([CH2:29][CH2:28][CH2:27][C:24]4[C:23]([CH3:31])=[N:22][N:21]([CH3:20])[C:25]=4[CH3:26])[CH2:18][CH2:19]3)=[N:10][CH:11]=[CH:12][N:13]=2)=[CH:4][CH:3]=1 |f:2.3,5.6|. Procedure details: Dissolve 3′-(4-fluorophenyl)-3,4,5,6-tetrahydro-2H-[1,2′]bipyrazinyl (0.300 g, 1.16 mmol) in DCE (15 mL). Add 3-(1,3,5-trimethyl-1H-pyrazol-4-yl)-propionaldehyde (0.232 g, 1.39 mmol), and stir at room temperature for 10 min. Add sodium triacetoxyborohydride (0.369 g, 1.74 mmol) and stir at room temperature for 18 hr. Purify by SCX chromatography, followed by silica gel chromatography, eluting with 45:45:10 DCM:hexanes:ethanol, to give the free base of the title compound (368 mg, 78%). Dissolve t... Reactants: CS(C)=O, C[S+](C)(C)=O, CC(OC1CCCCO1)C(=O)c1cc(F)c(F)cc1F, [H-], [I-], [Na+]. The product is CC(OC1CCCCO1)C1(c2cc(F)c(F)cc2F)CO1. RXN SMILES: [CH3:29][S:30](=[O:31])[CH3:32].[CH3:2][S+:3]([CH3:4])([CH3:5])=[O:6].[F:9][c:10]1[c:11]([C:18]([CH:19]([CH3:20])[O:21][CH:22]2[O:23][CH2:24][CH2:25][CH2:26][CH2:27]2)=[O:28])[cH:12][c:13]([F:17])[c:14]([F:16])[cH:15]1.[H-:7].[I-:1].[Na+:8]>>[CH2:2]1[C:18]([c:11]2[c:10]([F:9])[cH:15][c:14]([F:16])[c:13]([F:17])[cH:12]2)([CH:19]([CH3:20])[O:21][CH:22]2[O:23][CH2:24][CH2:25][CH2:26][CH2:27]2)[O:28]1. Yields the product CC(c1c(F)cc2ncccc2c1F)c1cnc2ccc(N3CCNCC3)nn12. Starting materials: C1CNCCN1, CN1CCCC1=O, CCOC(C)=O, CC(c1c(F)cc2ncccc2c1F)c1cnc2ccc(Cl)nn12, [F-], [K+]. Reaction SMILES: [CH2:27]1[CH2:28][NH:29][CH2:30][CH2:31][NH:32]1.[CH3:33][N:34]1[CH2:35][CH2:36][CH2:37][C:38]1=[O:39].[CH3:40][CH2:41][O:42][C:43]([CH3:44])=[O:45].[Cl:1][c:2]1[cH:3][cH:4][c:5]2[n:6]([n:7]1)[c:8]([CH:11]([CH3:12])[c:13]1[c:14]([F:24])[c:15]3[cH:16][cH:17][cH:18][n:19][c:20]3[cH:21][c:22]1[F:23])[cH:9][n:10]2.[F-:25].[K+:26]>>[c:2]1([N:29]2[CH2:28][CH2:27][NH:32][CH2:31][CH2:30]2)[cH:3][cH:4][c:5]2[n:6]([n:7]1)[c:8]([CH:11]([CH3:12])[c:13]1[c:14]([F:24])[c:15]3[cH:16][cH:17][cH:18][n:19][c:20]3[cH:21][c:22]1[F:23])[cH:9][n:10]2.